This data is from the Open Reaction Database (ORD), a public repository of structured organic reaction records. The task is: describe an organic reaction: reactants, conditions, products, and yield Run in O (water). Product: OCNC(CCN1CCOCC1)=O (N-hydroxymethyl-morpholine propanamide). Conditions: temperature 50 celsius. As a reaction SMILES: [NH:1]1[CH2:6][CH2:5][O:4][CH2:3][CH2:2]1.[C:7]([NH2:11])(=[O:10])[CH:8]=[CH2:9].[CH2:12]=[O:13]>O>[OH:13][CH2:12][NH:11][C:7](=[O:10])[CH2:8][CH2:9][N:1]1[CH2:6][CH2:5][O:4][CH2:3][CH2:2]1. Starting materials: 2h, N1CCOCC1 (Morpholine), C(C=C)(=O)N (acrylamide), 2h, C=O (paraformaldehyde). Reported procedure: Morpholine (348 g) was added over a period of 5 minutes to an aqueous solution of acrylamide (54%; 522 g). External cooling was applied to maintain the temperature of the mixture below 80° C. After 2h, water (394 g) and paraformaldehyde (120 g) was added to the cooled solution. After warming to 50° C., an exothermic reaction caused the temperature to rise to 60° C. and after holding at this temperature for a further 2h, the solution of N-hydroxymethyl-morpholine propanamide thus formed was trans... Reaction conditions: time 1.5 hour. Reported procedure: A mixture of 3-chloro-4-fluoroaniline (12.9 g, 88.9 mmol) and NIS (22.0 g, 97.8 mmol) in AcOH (90 mL) is stirred at RT for 1.5 h. After completion, the reaction mixture is quenched by H2O, DCM is added and the organic layer is washed with brine, dried over MgSO4 and evaporated in vacuo. Silica gel flash chromatography of the residue affords 5-chloro-4-fluoro-2-iodoaniline as a colorless powder; HPLC: AtRet=4.75 min; 1HNMR (CDCl3) 7.40 (d, 1H), 6.75 (d, 1H), 4.00 (bs, 2H). Reactants: ClC=1C=C(N)C=CC1F (3-chloro-4-fluoroaniline), C1CC(=O)N(C1=O)I (NIS). The solvent is CC(=O)O (AcOH). As a reaction SMILES: [Cl:1][C:2]1[CH:3]=[C:4]([CH:6]=[CH:7][C:8]=1[F:9])[NH2:5].C1C(=O)N([I:17])C(=O)C1>CC(O)=O>[Cl:1][C:2]1[C:8]([F:9])=[CH:7][C:6]([I:17])=[C:4]([CH:3]=1)[NH2:5]. Yields the product ClC=1C(=CC(=C(N)C1)I)F (5-chloro-4-fluoro-2-iodoaniline).